Dataset: the Open Reaction Database (ORD), a public repository of structured organic reaction records. Task: describe an organic reaction: reactants, conditions, products, and yield Starting materials: ClC=1C=CC2=C(C(=NCC(=N2)NN)C2=CC=CC=C2)C1 (7-chloro-2-hydrazino-5-phenyl-3H-1,4-benzodiazepine), Cl.C(C)(OCC)=N (ethyl acetoimidate hydrochloride), C([O-])(O)=O.[Na+] (sodium bicarbonate). Solvent: C(Cl)(Cl)Cl (chloroform). Reaction conditions: time 8 hour. Yields the product ClC=1C=CC2=C(C(=NCC=3N2C(=NN3)C)C3=CC=CC=C3)C1 (8-chloro-1-methyl-6-phenyl-4H-s-triazolo [4,3-a] [1,4] benzodiazepine). As a reaction SMILES: [Cl:1][C:2]1[CH:3]=[CH:4][C:5]2[N:11]=[C:10]([NH:12][NH2:13])[CH2:9][N:8]=[C:7]([C:14]3[CH:19]=[CH:18][CH:17]=[CH:16][CH:15]=3)[C:6]=2[CH:20]=1.Cl.[C:22](=N)(OCC)[CH3:23].C(=O)(O)[O-].[Na+]>C(Cl)(Cl)Cl>[Cl:1][C:2]1[CH:3]=[CH:4][C:5]2[N:11]3[C:22]([CH3:23])=[N:13][N:12]=[C:10]3[CH2:9][N:8]=[C:7]([C:14]3[CH:19]=[CH:18][CH:17]=[CH:16][CH:15]=3)[C:6]=2[CH:20]=1 |f:1.2,3.4|. Reported procedure: To a solution of 2.84 parts of 7-chloro-2-hydrazino-5-phenyl-3H-1,4-benzodiazepine in 60 parts by volume of chloroform is added 2.46 parts of ethyl acetoimidate hydrochloride. The mixture is stirred for 8 hours, and then aqueous sodium bicarbonate is added so as to neutralize the mixture. The chloroform layer is separated, washed with water and dried over anhydrous sodium sulfate, followed by evaporation of the solvent. The residue is recrystallized from ethyl acetate to give 8-chloro-1-methyl-6... RXN SMILES: [Br:13][N:14]1[C:15](=[O:16])[CH2:17][CH2:18][C:19]1=[O:20].[C:33]([Cl:34])([Cl:35])([Cl:36])[Cl:37].[Cl:1][c:2]1[c:3]([CH3:12])[cH:4][c:5]([C:6](=[O:7])[O:8][CH3:9])[cH:10][cH:11]1.[N:21]#[C:22][C:23]([N:24]=[N:25][C:26]([C:27]#[N:28])([CH3:29])[CH3:30])([CH3:31])[CH3:32]>>[Cl:1][c:2]1[c:3]([CH2:12][Br:13])[cH:4][c:5]([C:6](=[O:7])[O:8][CH3:9])[cH:10][cH:11]1. The product is COC(=O)c1ccc(Cl)c(CBr)c1. The reactants are O=C1CCC(=O)N1Br, ClC(Cl)(Cl)Cl, COC(=O)c1ccc(Cl)c(C)c1, CC(C)(C#N)N=NC(C)(C)C#N. The reactants are [Li]CCCC, CCCCCC, COCCOCOc1ccccc1C(C)C, N#CBr, O. Product: COCCOCOc1c(Br)cccc1C(C)C. Reaction SMILES: [CH2:23]([Li:24])[CH2:25][CH2:26][CH3:27].[CH3:17][CH2:18][CH2:19][CH2:20][CH2:21][CH3:22].[CH:1]([CH3:2])([CH3:3])[c:4]1[c:5]([O:10][CH2:11][O:12][CH2:13][CH2:14][O:15][CH3:16])[cH:6][cH:7][cH:8][cH:9]1.[N:28]#[C:29][Br:30].[OH2:31]>>[CH:1]([CH3:2])([CH3:3])[c:4]1[c:5]([O:10][CH2:11][O:12][CH2:13][CH2:14][O:15][CH3:16])[c:6]([Br:30])[cH:7][cH:8][cH:9]1. Starting materials: C[N+](C)(C)Cc1ccccc1, CC(C)(C)[O-], ClCC1CO1, CC(C)O, [Cl-], [K+], O=C1NC(=O)c2ccccc21. The product is O=C1NC(=O)c2c(CC3CO3)cccc21. RXN SMILES: [CH2:24]([N+:25]([CH3:26])([CH3:27])[CH3:28])[c:29]1[cH:30][cH:31][cH:32][cH:33][cH:34]1.[CH3:17][C:18]([CH3:19])([O-:20])[CH3:21].[CH:12]1([CH2:13][Cl:14])[CH2:15][O:16]1.[CH:35]([OH:36])([CH3:37])[CH3:38].[Cl-:23].[K+:22].[O:1]=[C:2]1[NH:3][C:4](=[O:5])[c:6]2[cH:7][cH:8][cH:9][cH:10][c:11]21>>[O:1]=[C:2]1[NH:3][C:4](=[O:5])[c:6]2[cH:7][cH:8][cH:9][c:10]([CH2:13][CH:12]3[CH2:15][O:16]3)[c:11]21. Reactants: C(C1=CC=CC=C1)N1N=C(C2=CC(=CC=C12)OC)CO ((1-benzyl-5-methoxy-1H-indazol-3-yl)methanol), S(=O)(Cl)Cl (thionyl chloride). Run in C(Cl)(Cl)Cl (chloroform). Product: C(C1=CC=CC=C1)N1N=C(C2=CC(=CC=C12)OC)CCl (1-benzyl-3-(chloromethyl)-5-methoxy-1H-indazole). The yield is 47.3%. As a reaction SMILES: [CH2:1]([N:8]1[C:16]2[C:11](=[CH:12][C:13]([O:17][CH3:18])=[CH:14][CH:15]=2)[C:10]([CH2:19]O)=[N:9]1)[C:2]1[CH:7]=[CH:6][CH:5]=[CH:4][CH:3]=1.S(Cl)([Cl:23])=O>C(Cl)(Cl)Cl>[CH2:1]([N:8]1[C:16]2[C:11](=[CH:12][C:13]([O:17][CH3:18])=[CH:14][CH:15]=2)[C:10]([CH2:19][Cl:23])=[N:9]1)[C:2]1[CH:7]=[CH:6][CH:5]=[CH:4][CH:3]=1. Procedure details: To a solution of (1-benzyl-5-methoxy-1H-indazol-3-yl)methanol (18 g; 0.07 mol) in chloroform (200 ml) stirred at room temperature was slowly added thionyl chloride (15.8 g; 0.13 mol). Once the addition was complete, the solution was refluxed for 24 hours. The reaction was then stopped by cooling the mixture to room temperature and evaporating off the solvent under reduced pressure. The residue was then taken up several times in toluene and concentrated under reduced pressure. The crude residue o...